Dataset: the Open Reaction Database (ORD), a public repository of structured organic reaction records. Task: describe an organic reaction: reactants, conditions, products, and yield The reactants are aqueous solution, [OH-].[Na+] (sodium hydroxide), aqueous solution, [OH-].[Na+] (sodium hydroxide), aqueous solution, Cl (hydrochloric acid), COC(=O)C1=CC(=C(C=C1)N1CCN(CC1)C(=O)OC(C)(C)C)\C=C/C (tert-Butyl (Z)-4-[4-(methoxycarbonyl)-2-(prop-1-en-1-yl)phenyl]piperazine-1-carboxylate). Run in CO (methanol). Conditions: temperature 50 celsius, time 8 hour. Product: C(C)(C)(C)OC(=O)N1CCN(CC1)C1=C(C=C(C(=O)O)C=C1)\C=C/C ((Z)-4-[4-(tert-butoxycarbonyl)piperazin-1-yl]-3-(prop-1-en-1-yl)benzoic acid). The yield is 116.8%. As a reaction SMILES: C[O:2][C:3]([C:5]1[CH:10]=[CH:9][C:8]([N:11]2[CH2:16][CH2:15][N:14]([C:17]([O:19][C:20]([CH3:23])([CH3:22])[CH3:21])=[O:18])[CH2:13][CH2:12]2)=[C:7](/[CH:24]=[CH:25]\[CH3:26])[CH:6]=1)=[O:4].[OH-].[Na+].Cl>CO>[C:20]([O:19][C:17]([N:14]1[CH2:15][CH2:16][N:11]([C:8]2[CH:9]=[CH:10][C:5]([C:3]([OH:4])=[O:2])=[CH:6][C:7]=2/[CH:24]=[CH:25]\[CH3:26])[CH2:12][CH2:13]1)=[O:18])([CH3:23])([CH3:22])[CH3:21] |f:1.2|. Procedure: tert-Butyl (Z)-4-[4-(methoxycarbonyl)-2-(prop-1-en-1-yl)phenyl]piperazine-1-carboxylate (96 mg, 0.267 mmol) was dissolved in methanol (3.0 mL). Under ice-cold conditions, 4N aqueous solution of sodium hydroxide (334 μL) was added, and the mixture was stirred at 50° C. overnight. Subsequently, 4N aqueous solution of sodium hydroxide (668 μL) was further added under ice-cold conditions, and stirred at 50° C. overnight. The reaction solution was added 4N aqueous solution of hydrochloric acid under ... Reactants: compound, SC1=NN=CN1C (3-mercapto-4-methyl-1,2,4-triazole), ClC=1C2=C(N=CN1)C=CC(=N2)Cl (4,6-dichloro-pyrido[3,2-d]pyrimidine), N1=C(SC2=NC=CC=C21)N (thiazolo[5,4-b]-pyridin-2-yl-amine). Yields the product CN1C(=NN=C1)SC=1C=CC=2N=CN=C(C2N1)NC=1SC2=NC=CC=C2N1 ([6-(4-Methyl-4H-[1,2,4]triazol-3-ylsulfanyl)-pyrido-[3,2-d]pyrimidin-4-yl)-thiazolo[5,4-b]pyridin-2-yl-amine). As a reaction SMILES: Cl[C:2]1[C:3]2[N:11]=[C:10](Cl)[CH:9]=[CH:8][C:4]=2[N:5]=[CH:6][N:7]=1.[N:13]1[C:21]2[C:16](=[N:17][CH:18]=[CH:19][CH:20]=2)[S:15][C:14]=1[NH2:22].[SH:23][C:24]1[N:28]([CH3:29])[CH:27]=[N:26][N:25]=1>>[CH3:29][N:28]1[CH:27]=[N:26][N:25]=[C:24]1[S:23][C:10]1[CH:9]=[CH:8][C:4]2[N:5]=[CH:6][N:7]=[C:2]([NH:22][C:14]3[S:15][C:16]4[C:21]([N:13]=3)=[CH:20][CH:19]=[CH:18][N:17]=4)[C:3]=2[N:11]=1. Reported procedure: The compound of Example 34 was manufactured by the same method as in Example 31, by a similar method thereto or by a combination of such a method with a conventional method using 4,6-dichloro-pyrido[3,2-d]pyrimidine, thiazolo[5,4-b]-pyridin-2-yl-amine and 3-mercapto-4-methyl-1,2,4-triazole. The reactants are stannous chloride, FC1(CCN(C2=C(C1=O)C=CC=C2)C(C2=CC=C(C=C2)[N+](=O)[O-])=O)F (4,4-Difluoro-1-(4-nitrobenzoyl)-2,3,4,5-tetrahydro-1H-1-benzazepin-5-one), [OH-].[Na+] (sodium hydroxide). The solvent is C(C)(=O)O (acetic acid). Product: NC1=CC=C(C(=O)N2CCC(C(C3=C2C=CC=C3)=O)(F)F)C=C1 (1-(4-aminobenzoyl)-4,4-difluoro-2,3,4,5-tetrahydro-1H-1-benzazepin-5-one). Yield: 82.8%. RXN SMILES: [F:1][C:2]1([F:25])[C:8](=[O:9])[C:7]2[CH:10]=[CH:11][CH:12]=[CH:13][C:6]=2[N:5]([C:14](=[O:24])[C:15]2[CH:20]=[CH:19][C:18]([N+:21]([O-])=O)=[CH:17][CH:16]=2)[CH2:4][CH2:3]1.[OH-].[Na+]>C(O)(=O)C>[NH2:21][C:18]1[CH:19]=[CH:20][C:15]([C:14]([N:5]2[C:6]3[CH:13]=[CH:12][CH:11]=[CH:10][C:7]=3[C:8](=[O:9])[C:2]([F:25])([F:1])[CH2:3][CH2:4]2)=[O:24])=[CH:16][CH:17]=1 |f:1.2|. Procedure: 4,4-Difluoro-1-(4-nitrobenzoyl)-2,3,4,5-tetrahydro-1H-1-benzazepin-5-one (940 mg) was dissolved in 20 ml of acetic acid, 3.07 g of stannous chloride was added to the solution at room temperature and then the resulting mixture was heated under reflux for 5 hours. The reaction solution was ice-cooled and adjusted to a basic range with 1N sodium hydroxide. Then, after separating the organic layer, the water layer was extracted with ethyl acetate. The resulting organic layer was dried over anhydrous... Reactants: CCO, O=[N+]([O-])c1ccc(Cl)c([N+](=O)[O-])c1, c1ccncc1. The product is [Cl-], O=[N+]([O-])c1ccc(-[n+]2ccccc2)c([N+](=O)[O-])c1. As a reaction SMILES: [CH3:20][CH2:21][OH:22].[O-:1][N+:2](=[O:3])[c:4]1[cH:5][cH:6][c:7]([Cl:8])[c:9]([N+:11]([O-:12])=[O:13])[cH:10]1.[cH:14]1[cH:15][cH:16][n:17][cH:18][cH:19]1>>[Cl-:8].[O-:1][N+:2](=[O:3])[c:4]1[cH:5][cH:6][c:7](-[n+:17]2[cH:16][cH:15][cH:14][cH:19][cH:18]2)[c:9]([N+:11]([O-:12])=[O:13])[cH:10]1. Reagents/catalysts: dcype. Reaction conditions: temperature 120 celsius, time 12 hour. Yields the product COc3ccc2cc(c1cc(C)ccc1C)ccc2c3. Reactants: COc2ccc1cc(OC(=O)N(C)C)ccc1c2 (substrate), CCO[Si](OCC)(OCC)c1cc(C)ccc1C (effective_coupling_partner). Reactants: O.C(C=O)(=O)O (glyoxylic acid monohydrate), N1CCCC1 (pyrrolidine), C(C)#N (acetonitrile), BrC=1C=C(C=CC1)B(O)O (3-bromophenyl boronic acid). Reaction conditions: time 2.5 hour. The product is BrC=1C=C(C=CC1)C(C(=O)OC)N1CCCC1 (methyl (3-bromophenyl)(pyrrolidin-1-yl)acetate). Reaction SMILES: O.[C:2]([OH:6])(=[O:5])[CH:3]=O.[NH:7]1[CH2:11][CH2:10][CH2:9][CH2:8]1.[Br:12][C:13]1[CH:14]=[C:15](B(O)O)[CH:16]=[CH:17][CH:18]=1.[C:22](#N)C>>[Br:12][C:13]1[CH:14]=[C:15]([CH:3]([N:7]2[CH2:11][CH2:10][CH2:9][CH2:8]2)[C:2]([O:6][CH3:22])=[O:5])[CH:16]=[CH:17][CH:18]=1 |f:0.1|. Procedure details: To a mixture of glyoxylic acid monohydrate (1.54 g), pyrrolidine (1.19 g), and 220 mL acetonitrile was added 3-bromophenyl boronic acid (3.35 g). The reaction was heated at 80 C for 93 h. After cooling to room temperature, volatiles were removed in vacuo, and the residue was dissolved in 75 mL of benzene and 38 mL of methanol. Trimethylsilyldiazomethane (2M in hexanes, 16.7 mL) was added via syringe, and the reaction was stirred at room temperature for 2.5 h. The volatiles were removed in vacuo,... Reactants: CC1=NC=CN=C1 (2-methylpyrazine), solution, C(CCC)[Li] (butyllithium), C(C)(C)NC(C)C (diisopropylamine), C(#N)C1=CC=C(OC(C(=O)OCC)(C)C)C=C1 (ethyl 2-(4-cyanophenoxy)-2-methylpropionate). The solvent is O1CCCC1 (tetrahydrofuran), CCCCCC (n-hexane), O1CCCC1 (tetrahydrofuran), O (water), O1CCCC1 (tetrahydrofuran). Reaction conditions: temperature -78 celsius. Product: CC(C(CC1=NC=CN=C1)=O)(OC1=CC=C(C#N)C=C1)C (4-[1,1-dimethyl-2-oxo-3-(2-pyrazinyl)propoxy]benzonitrile). Isolated yield 48.8%. Reaction SMILES: C([Li])CCC.C(NC(C)C)(C)C.[CH3:13][C:14]1[CH:19]=[N:18][CH:17]=[CH:16][N:15]=1.[C:20]([C:22]1[CH:36]=[CH:35][C:25]([O:26][C:27]([CH3:34])([CH3:33])[C:28](OCC)=[O:29])=[CH:24][CH:23]=1)#[N:21]>CCCCCC.O1CCCC1.O>[CH3:33][C:27]([CH3:34])([O:26][C:25]1[CH:35]=[CH:36][C:22]([C:20]#[N:21])=[CH:23][CH:24]=1)[C:28](=[O:29])[CH2:13][C:14]1[CH:19]=[N:18][CH:17]=[CH:16][N:15]=1. Procedure: 10 ml of a 1.2M solution of butyllithium in n-hexane were added to a solution of 1.68 ml of diisopropylamine in 10 ml of tetrahydrofuran while stirring at -78° C. under a nitrogen atmosphere. The solution was stirred for a further 15 minutes and then 0.94 g of 2-methylpyrazine in 20 ml of tetrahydrofuran was added. The solution was allowed to warm to 20° C. and was stirred for 1 hour. The solution was then cooled to -78° C., 2.33 g of ethyl 2-(4-cyanophenoxy)-2-methylpropionate in 30 ml of tetra... The reactants are BrCC1=CC2=C(N=C(N=C2)C#N)N1CC(C)(C)C (6-Bromomethyl-7-(2,2-dimethyl-propyl)-7H-pyrrolo[2,3-d]pyrimidine-2-carbonitrile), COC1=C(C=CC(=C1)OC)C1CCNCC1 (4-(2,4-Dimethoxy-phenyl)-piperidine), C([O-])([O-])=O.[K+].[K+] (potassium carbonate). Solvent: C(C)(=O)OCC (ethyl acetate), CC(=O)C (Acetone). Conditions: time 6 hour. The product is COC1=C(C=CC(=C1)OC)C1CCN(CC1)CC1=CC2=C(N=C(N=C2)C#N)N1CC(C)(C)C (6-[4-(2,4-Dimethoxy-phenyl)-piperidin-1-ylmethyl]-7-(2,2-dimethyl-propyl)-7H-pyrrolo[2,3-d]pyrimidine-2-carbonitrile). RXN SMILES: Br[CH2:2][C:3]1[N:13]([CH2:14][C:15]([CH3:18])([CH3:17])[CH3:16])[C:6]2[N:7]=[C:8]([C:11]#[N:12])[N:9]=[CH:10][C:5]=2[CH:4]=1.[CH3:19][O:20][C:21]1[CH:26]=[C:25]([O:27][CH3:28])[CH:24]=[CH:23][C:22]=1[CH:29]1[CH2:34][CH2:33][NH:32][CH2:31][CH2:30]1.C(=O)([O-])[O-].[K+].[K+]>CC(C)=O.C(OCC)(=O)C>[CH3:19][O:20][C:21]1[CH:26]=[C:25]([O:27][CH3:28])[CH:24]=[CH:23][C:22]=1[CH:29]1[CH2:30][CH2:31][N:32]([CH2:2][C:3]2[N:13]([CH2:14][C:15]([CH3:18])([CH3:17])[CH3:16])[C:6]3[N:7]=[C:8]([C:11]#[N:12])[N:9]=[CH:10][C:5]=3[CH:4]=2)[CH2:33][CH2:34]1 |f:2.3.4|. Procedure: 6-Bromomethyl-7-(2,2-dimethyl-propyl)-7H-pyrrolo[2,3-d]pyrimidine-2-carbonitrile (2.2 g) and 4-(2,4-Dimethoxy-phenyl)-piperidine (2.0 g) are dissolved in Acetone (30 ml) and potassium carbonate (3.6 g) is added to the solution. The reaction mixture is stirred for 6 h at room temperature. The mixture is diluted with ethyl acetate, washed with brine, dried over magnesium sulfate and filtrated. Ethyl acetate is evaporated and the residue is purified by column chromatography on silica gel using n-he... Starting materials: N1CC(OCC1)CN1C2=C(CCC3=C1C=CC=C3)C=CC=C2 (5-(2-morpholinylmethyl)-10,11-dihydro-5H-dibenz[b,f]azepine), C(C)(=O)Cl (acetyl chloride). Run in C1=CC=CC=C1 (benzene). Reaction conditions: time 4 hour. Product: C(C)(=O)N1CC(OCC1)CN1C2=C(CCC3=C1C=CC=C3)C=CC=C2 (5-(4-acetyl-2-morpholinylmethyl)-10,11-dihydro-5H-dibenz[b,f]azepine). As a reaction SMILES: [NH:1]1[CH2:6][CH2:5][O:4][CH:3]([CH2:7][N:8]2[C:14]3[CH:15]=[CH:16][CH:17]=[CH:18][C:13]=3[CH2:12][CH2:11][C:10]3[CH:19]=[CH:20][CH:21]=[CH:22][C:9]2=3)[CH2:2]1.[C:23](Cl)(=[O:25])[CH3:24]>C1C=CC=CC=1>[C:23]([N:1]1[CH2:6][CH2:5][O:4][CH:3]([CH2:7][N:8]2[C:9]3[CH:22]=[CH:21][CH:20]=[CH:19][C:10]=3[CH2:11][CH2:12][C:13]3[CH:18]=[CH:17][CH:16]=[CH:15][C:14]2=3)[CH2:2]1)(=[O:25])[CH3:24]. Procedure details: To a solution of 5-(2-morpholinylmethyl)-10,11-dihydro-5H-dibenz[b,f]azepine (0.34 g) in anhydrous benzene was added excess acetyl chloride under ice cooling. After stirring for 4 hours, the reaction mixture was washed with aqueous 2N sodium hydroxide and then with water, dried and evaporated to afford 5-(4-acetyl-2-morpholinylmethyl)-10,11-dihydro-5H-dibenz[b,f]azepine as an oily substance. Reactants: C1(CCCC2=CC=CC=C12)=NC1=CC=CC=C1 (N-(1,2,3,4-tetrahydronaphthylidene) aniline), C(C)O (ethanol). RXN SMILES: [C:1]1(=[N:11][C:12]2[CH:17]=[CH:16][CH:15]=[CH:14][CH:13]=2)[C:10]2[C:5](=[CH:6][CH:7]=[CH:8][CH:9]=2)[CH2:4][CH2:3][CH2:2]1.[CH2:18](O)[CH3:19]>[Pd]>[CH2:9]([C:15]1[CH:16]=[CH:17][C:12]([NH:11][CH:1]2[C:10]3[C:5](=[CH:6][CH:7]=[CH:8][CH:9]=3)[CH2:4][CH2:3][CH2:2]2)=[CH:13][CH:14]=1)[CH2:10][CH2:1][CH2:2][CH2:3][CH2:4][CH2:5][CH2:6][CH2:7][CH2:8][CH2:18][CH3:19]. Yields the product C(CCCCCCCCCCC)C1=CC=C(NC2CCCC3=CC=CC=C23)C=C1 (1-(p-dodecylanilino)-1,2,3,4-tetrahydronaphthalene). Procedure details: N-(1,2,3,4-tetrahydronaphthylidene) aniline (XXVI) (38 g) prepared as described in example XXXIA was hydrogenated using 5% Pd/C as the catalyst and 95% ethanol as the solvent. The crude product was crystallized from ethanol to give 1-(p-dodecylanilino)-1,2,3,4-tetrahydronaphthalene (XXVII). XXVII had a melting point of 34° C. The reagents and catalysts are [Pd] (Pd/C).